This data is from the Open Reaction Database (ORD), a public repository of structured organic reaction records. The task is: describe an organic reaction: reactants, conditions, products, and yield The reactants are [N+](=O)([O-])C=1C=C2C=NN(C2=CC1)CC1=NC=CC=C1 (5-Nitro-1-(pyridin-2-ylmethyl)-1H-indazole). Reagents/catalysts: [Pt](=O)=O (platinum dioxide). Solvent: C(C)O (ethanol). Product: N1=C(C=CC=C1)CN1N=CC2=CC(=CC=C12)N (1-(Pyridin-2-ylmethyl)-1H-indazol-5-amine). Reaction SMILES: [N+:1]([C:4]1[CH:5]=[C:6]2[C:10](=[CH:11][CH:12]=1)[N:9]([CH2:13][C:14]1[CH:19]=[CH:18][CH:17]=[CH:16][N:15]=1)[N:8]=[CH:7]2)([O-])=O>C(O)C.[Pt](=O)=O>[N:15]1[CH:16]=[CH:17][CH:18]=[CH:19][C:14]=1[CH2:13][N:9]1[C:10]2[C:6](=[CH:5][C:4]([NH2:1])=[CH:12][CH:11]=2)[CH:7]=[N:8]1. Procedure details: A solution of the compound from Example 60A (6.73 g, 26.5 mmol) in ethanol (70 mL) was stirred with platinum dioxide (200 mg) under a hydrogen atmosphere at normal pressure for 3 h. The catalyst was removed by suction filtration, and the solvent was removed in vacuo. The residue was triturated with tert-butyl methyl ether, and the product was collected by suction filtration to yield 5.1 g (86%) as white crystals. Starting materials: C[O-].[Na+] (sodium methoxide), C(C1=CC=CC=C1)OC1=CC=C(C=O)C=C1 (4-Benzyloxybenzaldehyde), N(=[N+]=[N-])CC(=O)OC (methyl azidoacetate), ice acetone. The solvent is CO (methanol). Run at time 2 hour. Yields the product C(C1=CC=CC=C1)OC1=CC=C(C=C(C(=O)OC)N=[N+]=[N-])C=C1 (Methyl 4-benzyloxy-α-azidocinnamate). As a reaction SMILES: [CH2:1]([O:8][C:9]1[CH:16]=[CH:15][C:12]([CH:13]=O)=[CH:11][CH:10]=1)[C:2]1[CH:7]=[CH:6][CH:5]=[CH:4][CH:3]=1.[N:17]([CH2:20][C:21]([O:23][CH3:24])=[O:22])=[N+:18]=[N-:19].C[O-].[Na+]>CO>[CH2:1]([O:8][C:9]1[CH:16]=[CH:15][C:12]([CH:13]=[C:20]([N:17]=[N+:18]=[N-:19])[C:21]([O:23][CH3:24])=[O:22])=[CH:11][CH:10]=1)[C:2]1[CH:7]=[CH:6][CH:5]=[CH:4][CH:3]=1 |f:2.3|. Procedure details: 4-Benzyloxybenzaldehyde (10.0 g) and methyl azidoacetate (21.7 g) are dissolved in 157 ml of methanol and cooled to -10° (ice-acetone bath). Then sodium methoxide (43.1 ml, 25% in methanol) is added dropwise such that the reaction temperature does not rise above -5°. After 2 hr, the cooling bath is removed and the reaction is warmed to 20°-25°. When no starting material remains by TLC, the reaction is diluted with ether and washed with saturated aqueous ammonium chloride. The organic layer is wa... The reactants are BrCCCCCBr, CSc1ccc(CCO)cc1, [Na+], [OH-], O. Reaction SMILES: [Br:12][CH2:13][CH2:14][CH2:15][CH2:16][CH2:17][Br:18].[CH3:1][S:2][c:3]1[cH:4][cH:5][c:6]([CH2:9][CH2:10][OH:11])[cH:7][cH:8]1.[Na+:20].[OH-:19].[OH2:21]>>[CH3:1][S:2][c:3]1[cH:4][cH:5][c:6]([CH2:9][CH2:10][O:11][CH2:17][CH2:16][CH2:15][CH2:14][CH2:13][Br:12])[cH:7][cH:8]1. The product is CSc1ccc(CCOCCCCCBr)cc1. The reactants are C(CC(=O)C)(=O)OCC (ethyl acetoacetate), C(C1=CC=CC=C1)(=O)C1=CC=NC=C1 (4-benzoylpyridine), [H-].[Na+] (NaH), C(CCC)[Li] (n-butyl lithium). Solvent: CCCCCC (hexane), O1CCCC1 (tetrahydrofuran), C(C)(=O)O (acetic acid). Yields the product OC1=CC(OC(C1)(C1=CC=NC=C1)C1=CC=CC=C1)=O (5,6-Dihydro-4-hydroxy-6-phenyl-6-pyridin-4-yl-2H-pyran-2-one). Reaction SMILES: [C:1](OCC)(=[O:6])[CH2:2][C:3]([CH3:5])=[O:4].[H-].[Na+].C([Li])CCC.[C:17]([C:25]1[CH:30]=[CH:29][N:28]=[CH:27][CH:26]=1)(=[O:24])[C:18]1[CH:23]=[CH:22][CH:21]=[CH:20][CH:19]=1>CCCCCC.C(O)(=O)C.O1CCCC1>[OH:4][C:3]1[CH2:5][C:17]([C:18]2[CH:19]=[CH:20][CH:21]=[CH:22][CH:23]=2)([C:25]2[CH:26]=[CH:27][N:28]=[CH:29][CH:30]=2)[O:24][C:1](=[O:6])[CH:2]=1 |f:1.2|. Procedure details: The title compound was prepared as described in General Method 1 using 90 mmol of ethyl acetoacetate, 99 mmol of NaH 60% dispersion in oil, 95 mmol of 1.6M n-butyl lithium in hexane and 90 mmol of 4-benzoylpyridine and 250 mL of tetrahydrofuran. The reaction mixture was acidified with acetic acid and the crude solid was washed with ice water (m.p. 148°-150° C). Reactants: C1CCNCC1, COc1cccc(-c2cccc3c2CC(=O)N3)c1, CCO, Cc1cc(C(=O)NCCN2CCCC2)c(C=O)[nH]1. Yields the product COc1cccc(-c2cccc3c2C(=Cc2[nH]c(C)cc2C(=O)NCCN2CCCC2)C(=O)N3)c1. As a reaction SMILES: [CH2:37]1[CH2:38][CH2:39][NH:40][CH2:41][CH2:42]1.[CH3:1][O:2][c:3]1[cH:4][c:5](-[c:9]2[c:10]3[c:14]([cH:15][cH:16][cH:17]2)[NH:13][C:12](=[O:18])[CH2:11]3)[cH:6][cH:7][cH:8]1.[CH3:43][CH2:44][OH:45].[N:19]1([CH2:24][CH2:25][NH:26][C:27](=[O:28])[c:29]2[c:30]([CH:35]=[O:36])[nH:31][c:32]([CH3:34])[cH:33]2)[CH2:20][CH2:21][CH2:22][CH2:23]1>>[CH3:1][O:2][c:3]1[cH:4][c:5](-[c:9]2[c:10]3[c:14]([cH:15][cH:16][cH:17]2)[NH:13][C:12](=[O:18])[C:11]3=[CH:35][c:30]2[c:29]([C:27]([NH:26][CH2:25][CH2:24][N:19]3[CH2:20][CH2:21][CH2:22][CH2:23]3)=[O:28])[cH:33][c:32]([CH3:34])[nH:31]2)[cH:6][cH:7][cH:8]1. Starting materials: C1CCOC1, CS(=O)(=O)Cl, CCN(C(C)C)C(C)C, Fc1ccc(-n2ncnc2-c2cc3c(s2)-c2nc(NC4CNC4)ccc2OCC3)c(F)c1, O. Product: CS(=O)(=O)N1CC(Nc2ccc3c(n2)-c2sc(-c4ncnn4-c4ccc(F)cc4F)cc2CCO3)C1. RXN SMILES: [CH2:48]1[O:49][CH2:50][CH2:51][CH2:52]1.[CH3:33][S:34]([Cl:35])(=[O:36])=[O:37].[CH:38]([N:39]([CH2:40][CH3:41])[CH:42]([CH3:43])[CH3:44])([CH3:45])[CH3:46].[NH:1]1[CH2:2][CH:3]([NH:5][c:6]2[cH:7][cH:8][c:9]3[c:10]([n:32]2)-[c:11]2[s:12][c:13](-[c:19]4[n:20](-[c:24]5[c:25]([F:31])[cH:26][c:27]([F:30])[cH:28][cH:29]5)[n:21][cH:22][n:23]4)[cH:14][c:15]2[CH2:16][CH2:17][O:18]3)[CH2:4]1.[OH2:47]>>[N:1]1([S:34]([CH3:33])(=[O:36])=[O:37])[CH2:2][CH:3]([NH:5][c:6]2[cH:7][cH:8][c:9]3[c:10]([n:32]2)-[c:11]2[s:12][c:13](-[c:19]4[n:20](-[c:24]5[c:25]([F:31])[cH:26][c:27]([F:30])[cH:28][cH:29]5)[n:21][cH:22][n:23]4)[cH:14][c:15]2[CH2:16][CH2:17][O:18]3)[CH2:4]1. The reactants are [I-].[K+] (potassium iodide), ClCCC1=CC(=CC=C1)OC (1-(2-chloroethyl)-3-methoxybenzene), N1C=NC=C1 (1H-imidazole), C([O-])([O-])=O.[Na+].[Na+] (sodium carbonate). Solvent: CC(CC(C)=O)C (4-methyl-2-pentanone), O (water). Product: COC=1C=C(C=CC1)CCN1C=NC=C1 (1-[2-(3-methoxyphenyl)ethyl]-1H-imidazole). The yield is 62.3%. RXN SMILES: Cl[CH2:2][CH2:3][C:4]1[CH:9]=[CH:8][CH:7]=[C:6]([O:10][CH3:11])[CH:5]=1.[NH:12]1[CH:16]=[CH:15][N:14]=[CH:13]1.C(=O)([O-])[O-].[Na+].[Na+].[I-].[K+]>O.CC(C)CC(=O)C>[CH3:11][O:10][C:6]1[CH:5]=[C:4]([CH2:3][CH2:2][N:12]2[CH:16]=[CH:15][N:14]=[CH:13]2)[CH:9]=[CH:8][CH:7]=1 |f:2.3.4,5.6|. Reported procedure: A mixture of 67 g of 1-(2-chloroethyl)-3-methoxybenzene, 53.1 g of 1H-imidazole, 99 g of sodium carbonate, 500 ml of 4-methyl-2-pentanone and a few crystals of potassium iodide was stirred for 48 hours at reflux temperature. After cooling, the reaction mixture was diluted with water and extracted with 4-methyl-2-pentanone. The extract was dried, filtered and evaporated and the residue was destilled (13.3 Pa; 160° C.), yielding 49.5 g (62.8%) of 1-[2-(3-methoxyphenyl)ethyl]-1H-imidazole (interm. ... Reported procedure: To a solution of tert-butyl 3,4-dihydro-1,5-benzoxazepine-5(2H)-carboxylate (2.15 g, 8.62 mmol) in 50 mL of diethyl ether at −78° C. was added N,N,N′,N′-tetramethylethylenediamine (1.6 mL, 10.35 mmol) and then sec-butyllithium (8.0 mL of a 1.3 M solution in cyclohexane, 10.35 mmol) was added dropwise via addition funnel. The mixture was stirred at −78° C. for 1 h and then N,N-dimethylformamide (1.0 mL, 12.93 mmol) was added dropwise in 10 mL of diethyl ether and the resulting mixture was stirred... Reaction SMILES: [O:1]1[C:7]2[CH:8]=[CH:9][CH:10]=[CH:11][C:6]=2[N:5]([C:12]([O:14]C(C)(C)C)=O)[CH2:4][CH2:3][CH2:2]1.CN(C)[CH2:21][CH2:22][N:23]([CH3:25])[CH3:24].[CH:27]([Li])([CH2:29][CH3:30])[CH3:28].[CH3:32]N(C)C=O.[CH2:37](OCC)[CH3:38]>C1CCCCC1>[CH2:22]([N:23]1[CH2:25][C@H:38]2[C@H:37]([C:12](=[O:14])[N:5]3[CH2:4][CH2:3][CH2:2][O:1][C:7]4[CH:8]=[CH:9][CH:10]=[C:11]2[C:6]3=4)[CH2:24]1)[C:21]1[CH:32]=[CH:30][CH:29]=[CH:27][CH:28]=1. Reaction conditions: temperature -78 celsius, time 1 hour. The product is C(C1=CC=CC=C1)N1C[C@H]2C(N3C4=C(C=CC=C4[C@H]2C1)OCCC3)=O ((±)-cis-11-benzyl-6,7,10,11,12,12a-hexahydro-5H-[1,4]oxazepino[2,3,4-ij]pyrrolo[3,4-c]quinolin-9(9aH)-one). Isolated yield 84.0%. Starting materials: C(C)(CC)[Li] (sec-butyllithium), solution, CN(C=O)C (N,N-dimethylformamide), C(C)OCC (diethyl ether), O1CCCN(C2=C1C=CC=C2)C(=O)OC(C)(C)C (tert-butyl 3,4-dihydro-1,5-benzoxazepine-5(2H)-carboxylate), CN(CCN(C)C)C (N,N,N′,N′-tetramethylethylenediamine), C(C)OCC (diethyl ether). Solvent: C1CCCCC1 (cyclohexane). The reactants are IC1=NN(C2=NC=NC(=C21)N)CC=2C(=NC1=C(C=CC=C1C2)C)C2=C(C=CC=C2)C(F)(F)F (3-iodo-1-((8-methyl-2-(2-(trifluoromethyl)phenyl)quinolin-3-yl)methyl)-1H-pyrazolo[3,4-d]pyrimidin-4-amine), N1N=CC(=C1)B1OC(C)(C)C(C)(C)O1 (pyrazole-4-boronic acid pinacol ester), C([O-])([O-])=O.[Na+].[Na+] (sodium carbonate). Reagents/catalysts: C=1C=CC(=CC1)[P](C=2C=CC=CC2)(C=3C=CC=CC3)[Pd]([P](C=4C=CC=CC4)(C=5C=CC=CC5)C=6C=CC=CC6)([P](C=7C=CC=CC7)(C=8C=CC=CC8)C=9C=CC=CC9)[P](C=1C=CC=CC1)(C=1C=CC=CC1)C=1C=CC=CC1 (tetrakis(triphenylphosphine)palladium(0)). Solvent: CN(C)C=O (DMF). Product: CC=1C=CC=C2C=C(C(=NC12)C1=C(C=CC=C1)C(F)(F)F)CN1N=C(C=2C1=NC=NC2N)C=2C=NNC2 (1-((8-methyl-2-(2-(trifluoromethyl)phenyl)quinolin-3-yl)methyl)-3-(1H-pyrazol-4-yl)-1H-pyrazolo[3,4-d]pyrimidin-4-amine). RXN SMILES: I[C:2]1[C:10]2[C:5](=[N:6][CH:7]=[N:8][C:9]=2[NH2:11])[N:4]([CH2:12][C:13]2[C:14]([C:24]3[CH:29]=[CH:28][CH:27]=[CH:26][C:25]=3[C:30]([F:33])([F:32])[F:31])=[N:15][C:16]3[C:21]([CH:22]=2)=[CH:20][CH:19]=[CH:18][C:17]=3[CH3:23])[N:3]=1.[NH:34]1[CH:38]=[C:37](B2OC(C)(C)C(C)(C)O2)[CH:36]=[N:35]1.C(=O)([O-])[O-].[Na+].[Na+]>CN(C=O)C.C1C=CC([P]([Pd]([P](C2C=CC=CC=2)(C2C=CC=CC=2)C2C=CC=CC=2)([P](C2C=CC=CC=2)(C2C=CC=CC=2)C2C=CC=CC=2)[P](C2C=CC=CC=2)(C2C=CC=CC=2)C2C=CC=CC=2)(C2C=CC=CC=2)C2C=CC=CC=2)=CC=1>[CH3:23][C:17]1[CH:18]=[CH:19][CH:20]=[C:21]2[C:16]=1[N:15]=[C:14]([C:24]1[CH:29]=[CH:28][CH:27]=[CH:26][C:25]=1[C:30]([F:33])([F:32])[F:31])[C:13]([CH2:12][N:4]1[C:5]3=[N:6][CH:7]=[N:8][C:9]([NH2:11])=[C:10]3[C:2]([C:37]3[CH:38]=[N:34][NH:35][CH:36]=3)=[N:3]1)=[CH:22]2 |f:2.3.4,^1:62,64,83,102|. Procedure: Prepared according to Procedure J using 3-iodo-1-((8-methyl-2-(2-(trifluoromethyl)phenyl)quinolin-3-yl)methyl)-1H-pyrazolo[3,4-d]pyrimidin-4-amine (0.1000 g, 0.178 mmol, 1 eq), pyrazole-4-boronic acid pinacol ester (0.0693 g, 0.357 mmol, 2.0 eq), tetrakis(triphenylphosphine)palladium(0) (0.0206 g, 0.0178 mmol, 10 mol %), and sodium carbonate (2M aq. sol, 0.535 mL, 1.07 mmol, 6 eq) in DMF (1 mL). After purification, 1-((8-methyl-2-(2-(trifluoromethyl)phenyl)quinolin-3-yl)methyl)-3-(1H-pyrazol-4-y...